Dataset: the Open Reaction Database (ORD), a public repository of structured organic reaction records. Task: describe an organic reaction: reactants, conditions, products, and yield The reactants are CC(=O)OCC1CCCN(S(=O)(=O)c2ccc(C)cc2)c2ccccc21, O=C([O-])[O-], CO, [K+], [K+], O. Product: Cc1ccc(S(=O)(=O)N2CCCC(CO)c3ccccc32)cc1. As a reaction SMILES: [C:1](=[O:2])([CH3:3])[O:4][CH2:5][CH:6]1[CH2:7][CH2:8][CH2:9][N:10]([S:17](=[O:18])(=[O:19])[c:20]2[cH:21][cH:22][c:23]([CH3:26])[cH:24][cH:25]2)[c:11]2[c:12]1[cH:13][cH:14][cH:15][cH:16]2.[C:27](=[O:28])([O-:29])[O-:30].[CH3:33][OH:34].[K+:31].[K+:32].[OH2:35]>>[OH:4][CH2:5][CH:6]1[CH2:7][CH2:8][CH2:9][N:10]([S:17](=[O:18])(=[O:19])[c:20]2[cH:21][cH:22][c:23]([CH3:26])[cH:24][cH:25]2)[c:11]2[c:12]1[cH:13][cH:14][cH:15][cH:16]2. The reactants are C(C(=C)C)(=O)OCCO (2-hydroxyethyl methacrylate), ClS(=O)(=O)C=1C=C(C(=O)Cl)C=CC1 (3-chlorosulfonylbenzoyl chloride), N1=CC=CC=C1 (pyridine). Solvent: O1CCCC1 (tetrahydrofuran), O1CCCC1 (tetrahydrofuran). The product is C(C(=C)C)(=O)OCCOC(=O)C=1C=C(C=CC1)S(=O)(=O)Cl (3-[2-(Methacryloxy)ethoxycarbonyl]benzenesulfonyl chloride). Isolated yield 84.1%. RXN SMILES: [C:1]([O:6][CH2:7][CH2:8][OH:9])(=[O:5])[C:2]([CH3:4])=[CH2:3].[Cl:10][S:11]([C:14]1[CH:15]=[C:16]([CH:20]=[CH:21][CH:22]=1)[C:17](Cl)=[O:18])(=[O:13])=[O:12].N1C=CC=CC=1>O1CCCC1>[C:1]([O:6][CH2:7][CH2:8][O:9][C:17]([C:16]1[CH:15]=[C:14]([S:11]([Cl:10])(=[O:13])=[O:12])[CH:22]=[CH:21][CH:20]=1)=[O:18])(=[O:5])[C:2]([CH3:4])=[CH2:3]. Procedure: With stirring, a solution of 13 g (0.1 mole) of 2-hydroxyethyl methacrylate in 80 ml of tetrahydrofuran is slowly added dropwise at 0° C. to a solution of 23.9 g (0.1 mole) of 3-chlorosulfonylbenzoyl chloride and 7.9 g (0.1 mole) of pyridine in 150 ml of tetrahydrofuran. The reaction mixture is subsequently stirred for 15 hours at room temperature. The precipitated pyridine salt is removed by filtration, and the filtrate is concentrated by evaporation in vacuo. The oily residue is dried under hi...